From a dataset of the Open Reaction Database (ORD), a public repository of structured organic reaction records. describe an organic reaction: reactants, conditions, products, and yield Starting materials: CCOC(=O)CP(=O)(OCC)OCC, O=Cc1sccc1-c1cc(-c2ccccn2)cn(-c2ccccc2)c1=O, [H-], [Na+], C1CCOC1, O. Product: CCOC(=O)C=Cc1sccc1-c1cc(-c2ccccn2)cn(-c2ccccc2)c1=O. As a reaction SMILES: [CH2:1]([O:2][P:3]([O:4][CH2:5][CH3:6])(=[O:7])[CH2:9][C:10](=[O:11])[O:12][CH2:13][CH3:14])[CH3:8].[CH:17](=[O:18])[c:19]1[s:20][cH:21][cH:22][c:23]1-[c:24]1[c:25](=[O:42])[n:26](-[c:36]2[cH:37][cH:38][cH:39][cH:40][cH:41]2)[cH:27][c:28](-[c:30]2[n:31][cH:32][cH:33][cH:34][cH:35]2)[cH:29]1.[H-:15].[Na+:16].[O:44]1[CH2:45][CH2:46][CH2:47][CH2:48]1.[OH2:43]>>[CH:9]([C:10](=[O:11])[O:12][CH2:13][CH3:14])=[CH:17][c:19]1[s:20][cH:21][cH:22][c:23]1-[c:24]1[c:25](=[O:42])[n:26](-[c:36]2[cH:37][cH:38][cH:39][cH:40][cH:41]2)[cH:27][c:28](-[c:30]2[n:31][cH:32][cH:33][cH:34][cH:35]2)[cH:29]1. Procedure: A solution of 6-bromo-3,4-dihydro-1H-pyrrolo[2,1-c][1,4]oxazine-8-carboxylic acid ((R)-1-phenyl-propyl)-amide (Comp. No. 12a) (200 mg, 0.551 mmol), molybdenum(0) hexacarbonyl (44 mg, 0.165 mmol), trans-di-(μ-acetato)bis[2-(di-o-tolylphosphino)benzyl]dipalladium(II) (52 mg, 0.055 mmol), 1,8-diazabicyclo[5.4.0]undec-7-ene (500 mg, 3.31 mmol) and (R)-1-phenyl-propylamine (745 mg, 5.51 mmol) in dry tetrahydrofuran (5 ml) was heated for 30 min at 130° C. in a microwave reactor, then aqueous sodium hy... Yields the product C1(=CC=CC=C1)[C@@H](CC)NC(=O)C1=CC(=C2COCCN21)C(=O)N[C@H](CC)C2=CC=CC=C2 (3,4-dihydro-1H-pyrrolo[2,1-c][1,4]oxazine-6,8-dicarboxylic acid bis-[((R)-1-phenyl-propyl)-amide]). Reaction SMILES: [C:1]1([C@H:7]([NH:10][C:11]([C:13]2[CH:14]=[C:15](Br)[N:16]3[CH2:21][CH2:20][O:19][CH2:18][C:17]=23)=[O:12])[CH2:8][CH3:9])[CH:6]=[CH:5][CH:4]=[CH:3][CH:2]=1.N12CCCN=C1CCCCC2.[C:34]1([C@H:40]([NH2:43])[CH2:41][CH3:42])[CH:39]=[CH:38][CH:37]=[CH:36][CH:35]=1.[C:44](=O)([O-])[OH:45].[Na+]>O1CCCC1>[C:34]1([C@H:40]([NH:43][C:44]([C:15]2[N:16]3[C:17]([CH2:18][O:19][CH2:20][CH2:21]3)=[C:13]([C:11]([NH:10][C@@H:7]([C:1]3[CH:6]=[CH:5][CH:4]=[CH:3][CH:2]=3)[CH2:8][CH3:9])=[O:12])[CH:14]=2)=[O:45])[CH2:41][CH3:42])[CH:39]=[CH:38][CH:37]=[CH:36][CH:35]=1 |f:3.4|. Yield: 35.0%. Run in O1CCCC1 (tetrahydrofuran). Reactants: 12a, molybdenum(0) hexacarbonyl, trans-di-(μ-acetato)bis[2-(di-o-tolylphosphino)benzyl]dipalladium(II), N12CCCCCC2=NCCC1 (1,8-diazabicyclo[5.4.0]undec-7-ene), C1(=CC=CC=C1)[C@@H](CC)N ((R)-1-phenyl-propylamine), C1(=CC=CC=C1)[C@@H](CC)NC(=O)C=1C=C(N2C1COCC2)Br (6-bromo-3,4-dihydro-1H-pyrrolo[2,1-c][1,4]oxazine-8-carboxylic acid ((R)-1-phenyl-propyl)-amide), C(O)([O-])=O.[Na+] (sodium hydrogencarbonate). Reactants: N1CCOCC1 (morpholine), C1C(=O)OC(=O)CN1CC[NH+](CCN2CC(=O)OC(=O)C2)CC(=O)[O-] (DTPA dianhydride), O (water). Run at time 24 hour. Yields the product C(CN(CC(=O)O)CC(=O)O)N(CCN(CC(=O)O)CC(=O)O)CC(=O)O (DTPA). Reaction SMILES: N1CC[O:4]CC1.[CH2:7]1[N:14]([CH2:15][CH2:16][NH+:17]([CH2:28][C:29]([O-:31])=[O:30])[CH2:18][CH2:19][N:20]2[CH2:27][C:25](=[O:26])[O:24][C:22](=[O:23])[CH2:21]2)[CH2:13][C:11](=[O:12])[O:10][C:8]1=[O:9].[OH2:32]>>[CH2:16]([N:17]([CH2:28][C:29]([OH:31])=[O:30])[CH2:18][CH2:19][N:20]([CH2:27][C:25]([OH:26])=[O:4])[CH2:21][C:22]([OH:24])=[O:23])[CH2:15][N:14]([CH2:7][C:8]([OH:10])=[O:9])[CH2:13][C:11]([OH:12])=[O:32]. Reported procedure: To a 2-liter round bottom flask containing morpholine (400 mL, 4.60 mol) was added DTPA dianhydride (71.5 g, 200 mmol) followed by 150 mL of water. The reaction was stirred for 24 hours and concentrated. The crude material was evaporated three times from 400 mL water and then stirred with 1 L of dry ethanol at 50° C. for 18 hours. The suspension was filtered and the solids were purified by ion-exchange chromatography on AGl-X8 (hydroxide form) resin eluting with water followed by 0.2 N acetic ac...